This data is from the Open Reaction Database (ORD), a public repository of structured organic reaction records. The task is: describe an organic reaction: reactants, conditions, products, and yield The reactants are C(C)(C)(C)OC(=O)N1CC(CC1)O ((RS) 1-tert-butoxycarbonyl-3-pyrrolidinol), C1(=CC=CC=C1)P(C1=CC=CC=C1)C1=CC=CC=C1 (triphenylphosphine), C(Br)(Br)(Br)Br (CBr4). The solvent is C1CCOC1 (THF), C1CCOC1 (THF). Conditions: time 8 hour. Product: C(C)(C)(C)OC(=O)N1CC(CC1)Br ((RS) 1-tert-butoxycarbonyl-3-bromopyrrolidine). Yield: 80.0%. RXN SMILES: [C:1]([O:5][C:6]([N:8]1[CH2:12][CH2:11][CH:10](O)[CH2:9]1)=[O:7])([CH3:4])([CH3:3])[CH3:2].C1(P(C2C=CC=CC=2)C2C=CC=CC=2)C=CC=CC=1.C(Br)(Br)(Br)[Br:34]>C1COCC1>[C:1]([O:5][C:6]([N:8]1[CH2:12][CH2:11][CH:10]([Br:34])[CH2:9]1)=[O:7])([CH3:4])([CH3:3])[CH3:2]. Reported procedure: To a solution of (RS) 1-tert-butoxycarbonyl-3-pyrrolidinol (Prepn. 3) (3.00 g) in THF (90 mL), triphenylphosphine (12.4 g) was added, then a solution of CBr4 (15.7 g) in THF (90 mL) was dropped and the mixture stirred overnight at room temperature. The organic solvent was evaporated and the residue was extracted with EtOAc (4×50 mL). The combined organic extracts were washed with H2O, dried over Na2SO4 and evaporated to dryness. The residue was purified by flash chromatography (SiO2, cyclohexane... The reactants are NC1=NC(=CC(=N1)S)OC (2-amino-4-mercapto-6-methoxy-pyrimidine), [OH-].[Na+] (sodium hydroxide), O (water), FC(Cl)F (difluorochloromethane). Solvent: O1CCOCC1 (dioxane), C(C)(=O)OCC (ethyl acetate). Yields the product NC1=NC(=CC(=N1)SC(F)F)OC (2-amino-4-difluoromethylthio-6-methoxy-pyrimidine). As a reaction SMILES: [F:1][CH:2]([F:4])Cl.[NH2:5][C:6]1[N:11]=[C:10]([SH:12])[CH:9]=[C:8]([O:13][CH3:14])[N:7]=1.[OH-].[Na+].O>O1CCOCC1.C(OCC)(=O)C>[NH2:5][C:6]1[N:11]=[C:10]([S:12][CH:2]([F:4])[F:1])[CH:9]=[C:8]([O:13][CH3:14])[N:7]=1 |f:2.3|. Procedure: Gaseous difluorochloromethane is introduced for 11/2 hours at 60° to 65° C. into a suspension of 7.8 g of 2-amino-4-mercapto-6-methoxy-pyrimidine and 30 ml of concentrated sodium hydroxide solution in 100 ml of dioxane. By the addition of water, extraction with ethyl acetate, concentration of the organic phase by evaporation and crystallisation from methanol at -78° C., there are obtained 6.4 g of 2-amino-4-difluoromethylthio-6-methoxy-pyrimidine, m.p. 83° to 84° C. (compound No. 1.13). The reactants are O (water), [N+]12(CCN(CC1)CC2)S(=O)(=O)[N-]C(=O)OC(C)(C)C.N12CCN(CC1)CC2 ((4-aza-1-azoniabicyclo[2.2.2]oct-1-ylsulfonyl)(tert-butoxycarbonyl)azanide 1,4-diazabicyclo[2.2.2]octane), Cl (hydrochloride), ClC=1C=C2C[C@@H]([C@@H](C2=CC1)NC1=CC(=NC=N1)O[C@@H]1C[C@H]([C@H](C1)O)CO)OC ((1S,2S,4R)-4-(6-((1R,2S)-5-chloro-2-methoxy-2,3-dihydro-1H-inden-1-ylamino)pyrimidin-4-yloxy)-2-(hydroxymethyl)cyclopentanol). The solvent is C(C)(=O)OCC (ethyl acetate), C(C)#N (acetonitrile), CN1C(CCC1)=O (N-methylpyrrolidinone). Run at time 3 hour. The product is ClC=1C=C2C[C@@H]([C@@H](C2=CC1)NC1=CC(=NC=N1)O[C@H]1C[C@@H]([C@@H](C1)COS(=O)(=O)NC(OC(C)(C)C)=O)O)OC (tert-butyl [({(1S,2S,4R)-4-[(6-{[(1R,2S)-5-chloro-2-methoxy-2,3-dihydro-1H-inden-1-yl]amino}pyrimidin-4-yl)oxy]-2-hydroxycyclopentyl}methoxy)sulfonyl]carbamate). RXN SMILES: [N+]12([S:9]([N-:12][C:13]([O:15][C:16]([CH3:19])([CH3:18])[CH3:17])=[O:14])(=[O:11])=[O:10])CCN(CC1)CC2.N12CCN(CC1)CC2.Cl.[Cl:29][C:30]1[CH:31]=[C:32]2[C:36](=[CH:37][CH:38]=1)[C@@H:35]([NH:39][C:40]1[N:45]=[CH:44][N:43]=[C:42]([O:46][C@H:47]3[CH2:51][C@H:50]([OH:52])[C@H:49]([CH2:53][OH:54])[CH2:48]3)[CH:41]=1)[C@@H:34]([O:55][CH3:56])[CH2:33]2.O>C(#N)C.CN1CCCC1=O.C(OCC)(=O)C>[Cl:29][C:30]1[CH:31]=[C:32]2[C:36](=[CH:37][CH:38]=1)[C@@H:35]([NH:39][C:40]1[N:45]=[CH:44][N:43]=[C:42]([O:46][C@@H:47]3[CH2:48][C@@H:49]([CH2:53][O:54][S:9]([NH:12][C:13](=[O:14])[O:15][C:16]([CH3:17])([CH3:18])[CH3:19])(=[O:10])=[O:11])[C@@H:50]([OH:52])[CH2:51]3)[CH:41]=1)[C@@H:34]([O:55][CH3:56])[CH2:33]2 |f:0.1|. Reported procedure: To a solution of (4-aza-1-azoniabicyclo[2.2.2]oct-1-ylsulfonyl)(tert-butoxycarbonyl)azanide-1,4-diazabicyclo[2.2.2]octane (1:1) hydrochloride (43.4 g, 98.6 mmol) in acetonitrile (30 mL), in a 500 mL reactor, was added (1S,2S,4R)-4-(6-((1R,2S)-5-chloro-2-methoxy-2,3-dihydro-1H-inden-1-ylamino)pyrimidin-4-yloxy)-2-(hydroxymethyl)cyclopentanol (27) (10 g, 24.6 mmol) in N-methylpyrrolidinone (60 mL). The resultant thick slurry was stirred at ambient temperature for 3 hours. Upon reaction completion,... The reactants are COc1cccc(CC(=O)Cl)c1, CC(C)(C)OC(=O)N1CCC(=O)CC1. Product: COc1cccc(CC(=O)C2CN(C(=O)OC(C)(C)C)CCC2=O)c1. As a reaction SMILES: [CH3:15][O:16][c:17]1[cH:18][c:19]([CH2:23][C:24](=[O:25])[Cl:26])[cH:20][cH:21][cH:22]1.[O:1]=[C:2]1[CH2:3][CH2:4][N:5]([C:8](=[O:9])[O:10][C:11]([CH3:12])([CH3:13])[CH3:14])[CH2:6][CH2:7]1>>[O:1]=[C:2]1[CH2:3][CH2:4][N:5]([C:8](=[O:9])[O:10][C:11]([CH3:12])([CH3:13])[CH3:14])[CH2:6][CH:7]1[C:24]([CH2:23][c:19]1[cH:18][c:17]([O:16][CH3:15])[cH:22][cH:21][cH:20]1)=[O:25]. Starting materials: Cc1nc(NCC(=O)N(C)C2CCN(Cc3ccccc3)CC2)nc(C)c1[N+](=O)[O-], CC(=O)O, [Zn]. Product: Cc1nc(NCC(=O)N(C)C2CCN(Cc3ccccc3)CC2)nc(C)c1N. As a reaction SMILES: [CH2:1]([c:2]1[cH:3][cH:4][cH:5][cH:6][cH:7]1)[N:8]1[CH2:9][CH2:10][CH:11]([N:14]([C:15]([CH2:16][NH:17][c:18]2[n:19][c:20]([CH3:28])[c:21]([N+:25]([O-:26])=[O:27])[c:22]([CH3:24])[n:23]2)=[O:29])[CH3:30])[CH2:12][CH2:13]1.[CH3:31][C:32](=[O:33])[OH:34].[Zn:35]>>[CH2:1]([c:2]1[cH:3][cH:4][cH:5][cH:6][cH:7]1)[N:8]1[CH2:9][CH2:10][CH:11]([N:14]([C:15]([CH2:16][NH:17][c:18]2[n:19][c:20]([CH3:28])[c:21]([NH2:25])[c:22]([CH3:24])[n:23]2)=[O:29])[CH3:30])[CH2:12][CH2:13]1. Starting materials: acid chloride, COC=1C=C(C(=O)Cl)C=CC1OC (3,4-dimethoxybenzoyl chloride), C(C)#N (acetonitrile), [C-]#N (cyanide). Reagents/catalysts: [Cu] (copper). The solvent is C1(=CC=CC=C1)C (toluene), C1(=CC=CC=C1)C (toluene). Reaction conditions: time 30 minute. Product: COC=1C=C(C(=O)C#N)C=CC1OC (3,4-Dimethoxybenzoyl cyanide). RXN SMILES: [CH3:1][O:2][C:3]1[CH:4]=[C:5]([CH:9]=[CH:10][C:11]=1[O:12][CH3:13])[C:6](Cl)=[O:7].[C:14](#[N:16])C.[C-]#N>C1(C)C=CC=CC=1.[Cu]>[CH3:1][O:2][C:3]1[CH:4]=[C:5]([CH:9]=[CH:10][C:11]=1[O:12][CH3:13])[C:6]([C:14]#[N:16])=[O:7]. Procedure: A well stirred mixture [paddle stirrer] of 3,4-dimethoxybenzoyl chloride [AcrosOrganics] (14.05 g; 0.070 mol), dry toluene (32 cm3), dry acetonitrile (8.0 cm3), copper I cyanide (8.5; 0.095 mol) and Celite (5 g) was heated under reflux until no acid chloride remained (−1.5 hrs). The dark reaction mixture was cooled to ˜70° and diluted with toluene (150 cm3). After stirring for an additional ˜30 minutes, the resulting slurry was filtered through a bed of chromatographic silica gel (˜2.5 cm) and t... Starting materials: CS(=O)(=O)Nc1ccc(S(=O)(CCCCSc2ccccc2)=NCCN2CCOCC2)cc1, CO, O=S(=O)(O)O. Yields the product CS(=O)(=O)Nc1ccc(S(=O)(CCCCS(=O)c2ccccc2)=NCCN2CCOCC2)cc1. As a reaction SMILES: [CH3:1][S:2](=[O:3])(=[O:4])[NH:5][c:6]1[cH:7][cH:8][c:9]([S:12](=[O:13])(=[N:14][CH2:15][CH2:16][N:17]2[CH2:18][CH2:19][O:20][CH2:21][CH2:22]2)[CH2:23][CH2:24][CH2:25][CH2:26][S:27][c:28]2[cH:29][cH:30][cH:31][cH:32][cH:33]2)[cH:10][cH:11]1.[CH3:39][OH:40].[S:34]([OH:35])(=[O:36])(=[O:37])[OH:38]>>[CH3:1][S:2](=[O:3])(=[O:4])[NH:5][c:6]1[cH:7][cH:8][c:9]([S:12](=[O:13])(=[N:14][CH2:15][CH2:16][N:17]2[CH2:18][CH2:19][O:20][CH2:21][CH2:22]2)[CH2:23][CH2:24][CH2:25][CH2:26][S:27]([c:28]2[cH:29][cH:30][cH:31][cH:32][cH:33]2)=[O:35])[cH:10][cH:11]1. Starting materials: O=CCc1ccc(C2CCN(C(=O)OCc3ccccc3)CC2)cc1, CS(C)=O, [O-][Cl+][O-], [Na+], [Na+], O, O=P([O-])(O)O. Product: O=C(O)Cc1ccc(C2CCN(C(=O)OCc3ccccc3)CC2)cc1. RXN SMILES: [CH2:1]([c:2]1[cH:3][cH:4][cH:5][cH:6][cH:7]1)[O:8][C:9](=[O:10])[N:11]1[CH2:12][CH2:13][CH:14]([c:17]2[cH:18][cH:19][c:20]([CH2:23][CH:24]=[O:25])[cH:21][cH:22]2)[CH2:15][CH2:16]1.[CH3:37][S:38](=[O:39])[CH3:40].[Cl+:32]([O-:33])[O-:34].[Na+:26].[Na+:35].[OH2:36].[OH:27][P:28](=[O:29])([O-:30])[OH:31]>>[CH2:1]([c:2]1[cH:3][cH:4][cH:5][cH:6][cH:7]1)[O:8][C:9](=[O:10])[N:11]1[CH2:12][CH2:13][CH:14]([c:17]2[cH:18][cH:19][c:20]([CH2:23][C:24](=[O:25])[OH:27])[cH:21][cH:22]2)[CH2:15][CH2:16]1. Reaction SMILES: [Br:21][CH2:22][CH2:23][Cl:24].[C:1]([CH3:2])([CH3:3])([CH3:4])[O:5][C:6]([c:7]1[cH:8][cH:9][c:10]([OH:13])[cH:11][cH:12]1)=[O:14].[CH3:25][C:26]([CH2:27][CH:28]([CH3:29])[CH3:30])=[O:31].[K+:15].[K+:16].[O-:17][C:18]([O-:19])=[O:20]>>[C:1]([CH3:2])([CH3:3])([CH3:4])[O:5][C:6]([c:7]1[cH:8][cH:9][c:10]([O:13][CH2:22][CH2:23][Cl:24])[cH:11][cH:12]1)=[O:14]. Reactants: ClCCBr, CC(C)(C)OC(=O)c1ccc(O)cc1, CC(=O)CC(C)C, [K+], [K+], O=C([O-])[O-]. The product is CC(C)(C)OC(=O)c1ccc(OCCCl)cc1.